From a dataset of the Open Reaction Database (ORD), a public repository of structured organic reaction records. describe an organic reaction: reactants, conditions, products, and yield Yield: 37.4%. The reactants are NC=1C(N(C(N(C1N)CC)=O)CC)=O (5,6-diamino-1,3-diethyluracil), C1OC=2C=C(C=CC(=O)O)C=CC2O1 (3,4methylenedioxycinnamic acid). Yields the product C(C)N1C(=O)N(C=2N=C(NC2C1=O)\C=C\C1=CC2=C(C=C1)OCO2)CC ((E)-1,3-Diethyl-8-(3,4 -methylenedioxystyryl)xanthine). Reported procedure: Substantially the same procedure as in Example 7 was repeated using 2.0 g (10.1 mmol) of 5,6-diamino-1,3-diethyluracil and 2.33 g (12.1 mmol) of 3,4methylenedioxycinnamic acid. Then, the resultant crude crystals were recrystallized from dimethylformamide/water to give 1.34 g (yield 38%) of Compound 78 as a yellowish green powder. RXN SMILES: [NH2:1][C:2]1[C:3](=[O:14])[N:4]([CH2:12][CH3:13])[C:5](=[O:11])[N:6]([CH2:9][CH3:10])[C:7]=1[NH2:8].[CH2:15]1[O:28][C:27]2[CH:26]=[CH:25][C:19]([CH:20]=[CH:21][C:22](O)=O)=[CH:18][C:17]=2[O:16]1>>[CH2:12]([N:4]1[C:3](=[O:14])[C:2]2[NH:1][C:22](/[CH:21]=[CH:20]/[C:19]3[CH:25]=[CH:26][C:27]4[O:28][CH2:15][O:16][C:17]=4[CH:18]=3)=[N:8][C:7]=2[N:6]([CH2:9][CH3:10])[C:5]1=[O:11])[CH3:13]. Reactants: COC(=O)C(Br)CC(C)C, O=C([O-])O, CCOCC, [H-], [Na+], CN(C)C=O, O, Sc1nnc(-c2ccccc2)[nH]1. Yields the product COC(=O)C(CC(C)C)Sc1nnc(-c2ccccc2)[nH]1. RXN SMILES: [Br:15][CH:16]([C:17](=[O:18])[O:19][CH3:20])[CH2:21][CH:22]([CH3:23])[CH3:24].[C:36](=[O:37])([OH:38])[O-:39].[CH3:30][CH2:31][O:32][CH2:33][CH3:34].[H-:13].[Na+:14].[O:25]=[CH:26][N:27]([CH3:28])[CH3:29].[OH2:35].[c:1]1(-[c:7]2[nH:8][c:9]([SH:12])[n:10][n:11]2)[cH:2][cH:3][cH:4][cH:5][cH:6]1>>[c:1]1(-[c:7]2[nH:8][c:9]([S:12][CH:16]([C:17](=[O:18])[O:19][CH3:20])[CH2:21][CH:22]([CH3:23])[CH3:24])[n:10][n:11]2)[cH:2][cH:3][cH:4][cH:5][cH:6]1. Starting materials: BrCc1cccc(Br)n1, CCOC(C)=O, [H-], [Na+], C1CCOC1, OC1CCSCC1. Product: Brc1cccc(COC2CCSCC2)n1. Reaction SMILES: [Br:10][c:11]1[n:12][c:13]([CH2:17][Br:18])[cH:14][cH:15][cH:16]1.[CH3:24][CH2:25][O:26][C:27](=[O:28])[CH3:29].[H-:1].[Na+:2].[O:19]1[CH2:20][CH2:21][CH2:22][CH2:23]1.[S:3]1[CH2:4][CH2:5][CH:6]([OH:9])[CH2:7][CH2:8]1>>[S:3]1[CH2:4][CH2:5][CH:6]([O:9][CH2:17][c:13]2[n:12][c:11]([Br:10])[cH:16][cH:15][cH:14]2)[CH2:7][CH2:8]1. Reactants: [Br-], CC(C)(C)OC(=O)CBr, Cc1ccccc1, CCCC[N+](CCCC)(CCCC)CCCC, [Na+], CC1(CO)CCCN(CC2COc3ccccc3O2)C1, [OH-]. The product is CC1(COCC(=O)OC(C)(C)C)CCCN(CC2COc3ccccc3O2)C1. Reaction SMILES: [Br-:39].[C:23]([CH3:24])([CH3:25])([CH3:26])[O:27][C:28]([CH2:29][Br:30])=[O:31].[CH3:32][c:33]1[cH:34][cH:35][cH:36][cH:37][cH:38]1.[CH3:40][CH2:41][CH2:42][CH2:43][N+:44]([CH2:45][CH2:46][CH2:47][CH3:48])([CH2:49][CH2:50][CH2:51][CH3:52])[CH2:53][CH2:54][CH2:55][CH3:56].[Na+:22].[O:1]1[CH:2]([CH2:11][N:12]2[CH2:13][C:14]([CH3:18])([CH2:19][OH:20])[CH2:15][CH2:16][CH2:17]2)[CH2:3][O:4][c:5]2[c:6]1[cH:7][cH:8][cH:9][cH:10]2.[OH-:21]>>[O:1]1[CH:2]([CH2:11][N:12]2[CH2:13][C:14]([CH3:18])([CH2:19][O:20][CH2:29][C:28]([O:27][C:23]([CH3:24])([CH3:25])[CH3:26])=[O:31])[CH2:15][CH2:16][CH2:17]2)[CH2:3][O:4][c:5]2[c:6]1[cH:7][cH:8][cH:9][cH:10]2. Starting materials: CN(C)C=O, CCOC(=O)c1c(CCl)nc2sc(C)c(C)c2c1-c1ccc(OC)c(OC)c1, [H-], [Na+], O, c1nc[nH]n1. Product: CCOC(=O)c1c(Cn2cncn2)nc2sc(C)c(C)c2c1-c1ccc(OC)c(OC)c1. Reaction SMILES: [CH3:37][N:38]([CH3:39])[CH:40]=[O:41].[Cl:8][CH2:9][c:10]1[c:11]([C:31](=[O:32])[O:33][CH2:34][CH3:35])[c:12](-[c:21]2[cH:22][c:23]([O:29][CH3:30])[c:24]([O:27][CH3:28])[cH:25][cH:26]2)[c:13]2[c:14]([n:15]1)[s:16][c:17]([CH3:20])[c:18]2[CH3:19].[H-:1].[Na+:2].[OH2:36].[nH:3]1[n:4][cH:5][n:6][cH:7]1>>[n:3]1([CH2:9][c:10]2[c:11]([C:31](=[O:32])[O:33][CH2:34][CH3:35])[c:12](-[c:21]3[cH:22][c:23]([O:29][CH3:30])[c:24]([O:27][CH3:28])[cH:25][cH:26]3)[c:13]3[c:14]([n:15]2)[s:16][c:17]([CH3:20])[c:18]3[CH3:19])[n:4][cH:5][n:6][cH:7]1. Starting materials: ClCC=1N=NC=2C(N1)=C(N=C(N2)N)N (3-Chloromethyl-pyrimido[5,4-e][1,2,4]triazine-5,7-diamine), CN1CCNCC1 (N-methylpiperazine). Conditions: temperature 80 celsius. The product is CN1CCN(CC1)CC=1N=NC=2C(N1)=C(N=C(N2)N)N (3-(4-Methyl-piperazin-1-ylmethyl)-pyrimido[5,4-e][1,2,4]triazine-5,7-diamine). RXN SMILES: Cl[CH2:2][C:3]1[N:4]=[N:5][C:6]2[C:7](=[C:9]([NH2:14])[N:10]=[C:11]([NH2:13])[N:12]=2)[N:8]=1.[CH3:15][N:16]1[CH2:21][CH2:20][NH:19][CH2:18][CH2:17]1>>[CH3:15][N:16]1[CH2:21][CH2:20][N:19]([CH2:2][C:3]2[N:4]=[N:5][C:6]3[C:7](=[C:9]([NH2:14])[N:10]=[C:11]([NH2:13])[N:12]=3)[N:8]=2)[CH2:18][CH2:17]1. Procedure details: A mixture of 3-Chloromethyl-pyrimido[5,4-e][1,2,4]triazine-5,7-diamine 3 (200 mg; 0.95 mmol) and N-methylpiperazine (2.00 mL) were heated to 80° C. in a sealed tube for 7 h. The mixture was then allowed to cool to room temperature and concentrated in vacuo. The crude product was purified by reverse phase HPLC (Rainin C18, 0% CH3CN to 30% CH3CN gradient, CH3CN/H2O, 0.1% TFA) and the bright yellow fractions containing the product were lyophilized after removal of CH3CN in vacuo to give 178 mg of y... Starting materials: FC1=CC=C(C=C1)F (1,4-difluorobenzene), ClCC(=O)Cl (chloroacetyl chloride), ice, Cl (hydrochloric acid), [Cl-].[Al+3].[Cl-].[Cl-] (aluminium chloride). Run at time 5 minute. Product: ClCC(=O)C1=C(C=CC(=C1)F)F (2-chloro-1-(2,5-difluoro-phenyl)-ethanone). The yield is 62.3%. RXN SMILES: [F:1][C:2]1[CH:7]=[CH:6][C:5]([F:8])=[CH:4][CH:3]=1.[Cl:9][CH2:10][C:11](Cl)=[O:12].[Cl-].[Al+3].[Cl-].[Cl-].Cl>>[Cl:9][CH2:10][C:11]([C:6]1[CH:7]=[C:2]([F:1])[CH:3]=[CH:4][C:5]=1[F:8])=[O:12] |f:2.3.4.5|. Reported procedure: 100.0 g (876.5 mmol) of 1,4-difluorobenzene and 90.83 ml (1139 mmol) of chloroacetyl chloride were cooled to 10° C. Within 5 minutes at 10–17° C. 153.5 g (1139 mmol) of aluminium chloride (99%) were added and the mixture warmed to room temperature. The mixture was heated for 30 minutes to 60° C. and the heating continued at this temperature for another 70 minutes. The reaction mixture was cooled to room temperature and poured onto a mixture of 0.8 l of ice and 400 ml at concentrated aqueous hydr... The reactants are CCCNC, CO, CN(C(=O)Oc1ccc(Cl)cc1)C1CCC(C=CCCl)CC1. Yields the product CCCN(C)CC=CC1CCC(N(C)C(=O)Oc2ccc(Cl)cc2)CC1. Reaction SMILES: [CH3:23][NH:24][CH2:25][CH2:26][CH3:27].[CH3:28][OH:29].[Cl:1][c:2]1[cH:3][cH:4][c:5]([O:8][C:9]([N:10]([CH3:11])[CH:12]2[CH2:13][CH2:14][CH:15]([CH:18]=[CH:19][CH2:20][Cl:21])[CH2:16][CH2:17]2)=[O:22])[cH:6][cH:7]1>>[Cl:1][c:2]1[cH:3][cH:4][c:5]([O:8][C:9]([N:10]([CH3:11])[CH:12]2[CH2:13][CH2:14][CH:15]([CH:18]=[CH:19][CH2:20][N:24]([CH3:23])[CH2:25][CH2:26][CH3:27])[CH2:16][CH2:17]2)=[O:22])[cH:6][cH:7]1.